Dataset: the Open Reaction Database (ORD), a public repository of structured organic reaction records. Task: describe an organic reaction: reactants, conditions, products, and yield Reactants: C(#C)C=1C=C(N)C=CC1 (3-ethynyl aniline), FC(C(=O)O)(F)F (Trifluoroacetic acid), FC(C(=O)O)(F)F (Trifluoroacetic acid), NC1=C(C#N)C=C(C(=C1)OCCOC)OCCOC (2-Amino-4,5-bis(2-methoxyethoxy)benzonitrile), C(OCC)(OCC)OCC (triethyl orthoformate), FC(C(=O)O)(F)F (trifluoroacetic acid). The solvent is C(C)O (ethanol). Product: COCCOC=1C=C2C(=CC1OCCOC)N=CN=C2NC=3C=CC=C(C3)C#C.FC(C(=O)[O-])(F)F (erlotinib trifluoroacetate). Reaction SMILES: [NH2:1][C:2]1[CH:9]=[C:8]([O:10][CH2:11][CH2:12][O:13][CH3:14])[C:7]([O:15][CH2:16][CH2:17][O:18][CH3:19])=[CH:6][C:3]=1[C:4]#[N:5].[C:20]([C:22]1[CH:23]=[C:24]([CH:26]=[CH:27][CH:28]=1)[NH2:25])#[CH:21].[CH:29](OCC)(OCC)OCC.[F:39][C:40]([F:45])([F:44])[C:41]([OH:43])=[O:42]>C(O)C>[CH3:19][O:18][CH2:17][CH2:16][O:15][C:7]1[CH:6]=[C:3]2[C:4]([NH:25][C:24]3[CH:26]=[CH:27][CH:28]=[C:22]([C:20]#[CH:21])[CH:23]=3)=[N:5][CH:29]=[N:1][C:2]2=[CH:9][C:8]=1[O:10][CH2:11][CH2:12][O:13][CH3:14].[F:39][C:40]([F:45])([F:44])[C:41]([O-:43])=[O:42] |f:5.6|. Procedure details: 2-Amino-4,5-bis(2-methoxyethoxy)benzonitrile (25 g) was charged into ethanol (350 ml) at 25° C. to 30° C. and stirred for 10 minutes to 15 minutes to get a clear solution. 3-ethynyl aniline (11.1 g) followed triethyl orthoformate (20.86 g) was charged into reaction mass at 25° C. to 30° C. Trifluoroacetic acid (3.8 ml) was added slowly drop-wise into the reaction mixture at 25° C. to 30° C. and stirred for 30 minutes at 25° C. to 30° C. Trifluoroacetic acid (3.8 ml) was added slowly drop wise to... Reactants: S(=O)(Cl)Cl (thionyl chloride), C1(CCCCC1)C(O)C=1OC2=C(C1C)C=CC(=C2)F (cyclohexyl(6-fluoro-3-methyl-1-benzofuran-2-yl)methanol), C(O)([O-])=O.[Na+] (sodium hydrogen carbonate). The solvent is C1(=CC=CC=C1)C (toluene). Run at temperature 100 celsius, time 1 hour. Product: ClC(C=1OC2=C(C1C)C=CC(=C2)F)C2CCCCC2 (2-[chloro(cyclohexyl)methyl]-6-fluoro-3-methyl-1-benzofuran). Yield: 95.0%. RXN SMILES: [CH:1]1([CH:7]([C:9]2[O:10][C:11]3[CH:18]=[C:17]([F:19])[CH:16]=[CH:15][C:12]=3[C:13]=2[CH3:14])O)[CH2:6][CH2:5][CH2:4][CH2:3][CH2:2]1.S(Cl)([Cl:22])=O.C(=O)([O-])O.[Na+]>C1(C)C=CC=CC=1>[Cl:22][CH:7]([CH:1]1[CH2:6][CH2:5][CH2:4][CH2:3][CH2:2]1)[C:9]1[O:10][C:11]2[CH:18]=[C:17]([F:19])[CH:16]=[CH:15][C:12]=2[C:13]=1[CH3:14] |f:2.3|. Procedure: To a solution (20 mL) of cyclohexyl(6-fluoro-3-methyl-1-benzofuran-2-yl)methanol (931 mg) synthesized above in toluene was added thionyl chloride (311 μL), and the mixture was stirred at 100° C. for 1 hr. The reaction mixture was poured into ice-cooled saturated aqueous sodium hydrogen carbonate solution, and the mixture was extracted with ethyl acetate. The extract was washed with saturated brine, dried over magnesium sulfate, and concentrated under reduced pressure to give the title object com...